From a dataset of the Open Reaction Database (ORD), a public repository of structured organic reaction records. describe an organic reaction: reactants, conditions, products, and yield Starting materials: NC=1C=C(C=CC1N)CO ((3,4-Diamino-phenyl)-methanol), S1C(=CC=C1)C(C(=O)O)=O ((thiophen-2-yl) oxo-acetic acid). The product is OCC=1C=C2N=C(C(NC2=CC1)=O)C=1SC=CC1 (6-Hydroxymethyl-3-thiophen-2-yl-1H-quinoxalin-2-one). Reaction SMILES: [NH2:1][C:2]1[CH:3]=[C:4]([CH2:9][OH:10])[CH:5]=[CH:6][C:7]=1[NH2:8].[S:11]1[CH:15]=[CH:14][CH:13]=[C:12]1[C:16](=O)[C:17](O)=[O:18]>>[OH:10][CH2:9][C:4]1[CH:3]=[C:2]2[C:7](=[CH:6][CH:5]=1)[NH:8][C:17](=[O:18])[C:16]([C:12]1[S:11][CH:15]=[CH:14][CH:13]=1)=[N:1]2. Procedure details: The quinoxalin-2-one of the present example is prepared with (3,4-Diamino-phenyl)-methanol and (thiophen-2-yl) oxo-acetic acid via the method described in Example 12 to afford 6-Hydroxymethyl-3-thiophen-2-yl-1H-quinoxalin-2-one. Starting materials: C(C)OP(=O)(OCC)CC(=O)OCC (ethyl diethylphosphonoacetate), [H-].[Na+] (sodium hydride), C(C1=CC=CC=C1)OC1=CC=C(CN2N=C(C(=C2)C=O)OCC2=CC=C(C=C2)OCC2=CC=CC=C2)C=C1 (1-(4-benzyloxybenzyl)-3-(4-benzyloxybenzyloxy)-1H-pyrazol-4-carbaldehyde), O (water). Run in O1CCCC1 (tetrahydrofuran), O1CCCC1 (tetrahydrofuran). Conditions: time 30 minute. The product is C(C1=CC=CC=C1)OC1=CC=C(CN2N=C(C(=C2)CCC(=O)OCC)OCC2=CC=C(C=C2)OCC2=CC=CC=C2)C=C1 (ethyl 3-[1-(4-benzyloxybenzyl)-3-(4-benzyloxybenzyloxy)-1H-pyrazol-4-yl]propionate). Yield: 95.0%. As a reaction SMILES: C(OP([CH2:9][C:10]([O:12][CH2:13][CH3:14])=[O:11])(OCC)=O)C.[H-].[Na+].[CH2:17]([O:24][C:25]1[CH:54]=[CH:53][C:28]([CH2:29][N:30]2[CH:34]=[C:33]([CH:35]=O)[C:32]([O:37][CH2:38][C:39]3[CH:44]=[CH:43][C:42]([O:45][CH2:46][C:47]4[CH:52]=[CH:51][CH:50]=[CH:49][CH:48]=4)=[CH:41][CH:40]=3)=[N:31]2)=[CH:27][CH:26]=1)[C:18]1[CH:23]=[CH:22][CH:21]=[CH:20][CH:19]=1.O>O1CCCC1>[CH2:17]([O:24][C:25]1[CH:54]=[CH:53][C:28]([CH2:29][N:30]2[CH:34]=[C:33]([CH2:35][CH2:9][C:10]([O:12][CH2:13][CH3:14])=[O:11])[C:32]([O:37][CH2:38][C:39]3[CH:44]=[CH:43][C:42]([O:45][CH2:46][C:47]4[CH:52]=[CH:51][CH:50]=[CH:49][CH:48]=4)=[CH:41][CH:40]=3)=[N:31]2)=[CH:27][CH:26]=1)[C:18]1[CH:19]=[CH:20][CH:21]=[CH:22][CH:23]=1 |f:1.2|. Reported procedure: To a solution of ethyl diethylphosphonoacetate (2.74 ml) in tetrahydrofuran (50 ml), sodium hydride (60%, oily, 552 mg) was added at 0° C., and then the solution was stirred at room temperature for 30 minutes. To the reaction mixture, a solution of 1-(4-benzyloxybenzyl)-3-(4-benzyloxybenzyloxy)-1H-pyrazol-4-carbaldehyde (6.31 g) in tetrahydrofuran (100 ml) was added slowly, and the solution was stirred at room temperature for 15 minutes. The reaction mixture was poured into water, which was extr... The reactants are Cc1ccc(C(=O)O)cc1F, COC(=O)c1ccc(N)cc1OC. The reagents and catalysts are [B-](F)(F)(F)F.CN(C)C(=[N+](C)C)ON1C(=O)C2=CC=CC=C2N=N1 (TDBTU), CCN(C(C)C)C(C)C (DIPEA). Solvent: CN(C)C=O (DMF), CN(C)C=O (DMF), CN(C)C=O (DMF), CN(C)C=O (DMF), CN(C)C=O (DMF), CN(C)C=O (DMF). Conditions: temperature 25 celsius, time 2 hour. Yields the product COC(=O)c1ccc(NC(=O)c2ccc(C)c(F)c2)cc1OC. The yield is 2.6%. RXN SMILES: COC(=O)c1ccc(N)cc1OC.Cc1ccc(C(=O)O)cc1F.[B-](F)(F)(F)F.CN(C)C(=[N+](C)C)ON1C(=O)C2=CC=CC=C2N=N1.CCN(C(C)C)C(C)C.CN(C)C=O>>COC(=O)c1ccc(NC(=O)c2ccc(C)c(F)c2)cc1OC. The reactants are C(C)(C)(C)OC(NC1(COC(OC1)(C)C)CCC1=CC(=C(C=C1)OCCCC1=CC(=CC(=C1)Cl)Cl)C(F)(F)F)=O ([5-(2-{4-[3-(3,5-dichlorophenyl)propoxy]-3-trifluoromethylphenyl}ethyl)-2,2-dimethyl-1,3-dioxan-5-yl]carbamic acid t-butyl ester), Cl (hydrochloric acid). The solvent is C(C)O (ethanol). Reaction conditions: temperature 80 celsius, time 2 hour. Product: Cl.NC(CO)(CO)CCC1=CC(=C(C=C1)OCCCC1=CC(=CC(=C1)Cl)Cl)C(F)(F)F (2-amino-2-(2-{4-[3-(3,5-dichlorophenyl)propoxy]-3-trifluoromethylphenyl}ethyl)propane-1,3-diol hydrochloride). Yield: 180.2%. RXN SMILES: C(OC(=O)[NH:7][C:8]1([CH2:16][CH2:17][C:18]2[CH:23]=[CH:22][C:21]([O:24][CH2:25][CH2:26][CH2:27][C:28]3[CH:33]=[C:32]([Cl:34])[CH:31]=[C:30]([Cl:35])[CH:29]=3)=[C:20]([C:36]([F:39])([F:38])[F:37])[CH:19]=2)[CH2:13][O:12]C(C)(C)[O:10][CH2:9]1)(C)(C)C.Cl>C(O)C>[ClH:34].[NH2:7][C:8]([CH2:16][CH2:17][C:18]1[CH:23]=[CH:22][C:21]([O:24][CH2:25][CH2:26][CH2:27][C:28]2[CH:33]=[C:32]([Cl:34])[CH:31]=[C:30]([Cl:35])[CH:29]=2)=[C:20]([C:36]([F:39])([F:38])[F:37])[CH:19]=1)([CH2:13][OH:12])[CH2:9][OH:10] |f:3.4|. Reported procedure: Compound 35-4 (790 mg) was dissolved in ethanol (15 ml), concentrated hydrochloric acid (1.5 ml) was added, and the mixture was stirred at 80° C. for 2 hr. The reaction mixture was concentrated, and the residue was washed with diethyl ether to give the object product (590 mg) as a white powder. The reactants are O=C(Cl)c1cccc(Cl)c1, ClCCl, NC1CCC(CNc2ccccc2)CC1. The product is O=C(NC1CCC(CNc2ccccc2)CC1)c1cccc(Cl)c1. As a reaction SMILES: [Cl:16][c:17]1[cH:18][c:19]([C:20](=[O:21])[Cl:22])[cH:23][cH:24][cH:25]1.[Cl:26][CH2:27][Cl:28].[NH2:1][CH:2]1[CH2:3][CH2:4][CH:5]([CH2:8][NH:9][c:10]2[cH:11][cH:12][cH:13][cH:14][cH:15]2)[CH2:6][CH2:7]1>>[NH:1]([CH:2]1[CH2:3][CH2:4][CH:5]([CH2:8][NH:9][c:10]2[cH:11][cH:12][cH:13][cH:14][cH:15]2)[CH2:6][CH2:7]1)[C:20]([c:19]1[cH:18][c:17]([Cl:16])[cH:25][cH:24][cH:23]1)=[O:21]. Starting materials: CCCCCC(C=Cc1ccc(C(=O)O)cc1)c1ccc2c(c1)C(C)(C)CCC2(C)C, CCO. The product is CCCCCC(CCc1ccc(C(=O)O)cc1)c1ccc2c(c1)C(C)(C)CCC2(C)C. Reaction SMILES: [CH3:1][C:2]1([CH3:31])[c:3]2[cH:4][cH:5][c:6]([CH:14]([CH:15]=[CH:16][c:17]3[cH:18][cH:19][c:20]([C:21](=[O:22])[OH:23])[cH:24][cH:25]3)[CH2:26][CH2:27][CH2:28][CH2:29][CH3:30])[cH:7][c:8]2[C:9]([CH3:12])([CH3:13])[CH2:10][CH2:11]1.[CH3:32][CH2:33][OH:34]>>[CH3:1][C:2]1([CH3:31])[c:3]2[cH:4][cH:5][c:6]([CH:14]([CH2:15][CH2:16][c:17]3[cH:18][cH:19][c:20]([C:21](=[O:22])[OH:23])[cH:24][cH:25]3)[CH2:26][CH2:27][CH2:28][CH2:29][CH3:30])[cH:7][c:8]2[C:9]([CH3:12])([CH3:13])[CH2:10][CH2:11]1. Starting materials: CCO, Fc1ccc2c(-c3ccc(OCC4CO4)cc3)noc2c1, NCc1ccc(F)c(F)c1. Yields the product OC(CNCc1ccc(F)c(F)c1)COc1ccc(-c2noc3cc(F)ccc23)cc1. Reaction SMILES: [CH3:32][CH2:33][OH:34].[F:1][c:2]1[cH:3][c:4]2[c:5]([c:6](-[c:9]3[cH:10][cH:11][c:12]([O:15][CH2:16][CH:17]4[O:18][CH2:19]4)[cH:13][cH:14]3)[n:7][o:8]2)[cH:20][cH:21]1.[F:22][c:23]1[cH:24][c:25]([CH2:26][NH2:27])[cH:28][cH:29][c:30]1[F:31]>>[F:1][c:2]1[cH:3][c:4]2[c:5]([c:6](-[c:9]3[cH:10][cH:11][c:12]([O:15][CH2:16][CH:17]([OH:18])[CH2:19][NH:27][CH2:26][c:25]4[cH:24][c:23]([F:22])[c:30]([F:31])[cH:29][cH:28]4)[cH:13][cH:14]3)[n:7][o:8]2)[cH:20][cH:21]1.